This data is from the Open Reaction Database (ORD), a public repository of structured organic reaction records. The task is: describe an organic reaction: reactants, conditions, products, and yield Starting materials: CC(C)(C)O, CCCCNC(=N)N, CCCCN=C=O, CC(C)=O, [Na], O=S(=O)([O-])[O-], O. Yields the product CCCCNC(=N)NC(=O)NCCCC. As a reaction SMILES: [C:27]([OH:28])([CH3:29])([CH3:30])[CH3:31].[CH2:6]([CH2:7][CH2:8][CH3:9])[NH:10][C:11](=[NH:12])[NH2:13].[CH3:19][CH2:20][CH2:21][CH2:22][N:23]=[C:24]=[O:25].[CH3:2][C:3](=[O:4])[CH3:5].[Na:1].[O-:14][S:15](=[O:16])(=[O:17])[O-:18].[OH2:26]>>[CH2:6]([CH2:7][CH2:8][CH3:9])[NH:10][C:11](=[NH:12])[NH:13][C:24]([NH:23][CH2:22][CH2:21][CH2:20][CH3:19])=[O:25]. The reactants are CS(=O)(=O)O, COC(=O)C(=O)c1ccc(O)cc1, COc1ccc(OCCO)cc1OC, CN(C)C=O, [H-], [Na+]. The product is COC(=O)C(=O)c1ccc(OCCOc2ccc(OC)c(OC)c2)cc1. As a reaction SMILES: [CH3:16][S:17]([OH:18])(=[O:19])=[O:20].[CH3:1][O:2][C:3]([C:4]([c:5]1[cH:6][cH:7][c:8]([OH:11])[cH:9][cH:10]1)=[O:12])=[O:13].[CH3:21][O:22][c:23]1[cH:24][c:25]([O:26][CH2:27][CH2:28][OH:29])[cH:30][cH:31][c:32]1[O:33][CH3:34].[CH3:35][N:36]([CH3:37])[CH:38]=[O:39].[H-:14].[Na+:15]>>[CH3:1][O:2][C:3]([C:4]([c:5]1[cH:6][cH:7][c:8]([O:11][CH2:28][CH2:27][O:26][c:25]2[cH:24][c:23]([O:22][CH3:21])[c:32]([O:33][CH3:34])[cH:31][cH:30]2)[cH:9][cH:10]1)=[O:12])=[O:13].